Dataset: the Open Reaction Database (ORD), a public repository of structured organic reaction records. Task: describe an organic reaction: reactants, conditions, products, and yield Reactants: C, C=Cc1ccc(NC2=CC3=NCN(C)C3=CC2(F)C(=O)OC)c(F)c1, C1CCOC1, [Pd]. Yields the product CCc1ccc(NC2=CC3=NCN(C)C3=CC2(F)C(=O)OC)c(F)c1. Reaction SMILES: [C:26].[CH3:1][O:2][C:3](=[O:4])[C:5]1([F:25])[CH:6]=[C:7]2[C:8](=[N:9][CH2:10][N:11]2[CH3:12])[CH:13]=[C:14]1[NH:15][c:16]1[c:17]([F:24])[cH:18][c:19]([CH:22]=[CH2:23])[cH:20][cH:21]1.[O:28]1[CH2:29][CH2:30][CH2:31][CH2:32]1.[Pd:27]>>[CH3:1][O:2][C:3](=[O:4])[C:5]1([F:25])[CH:6]=[C:7]2[C:8](=[N:9][CH2:10][N:11]2[CH3:12])[CH:13]=[C:14]1[NH:15][c:16]1[c:17]([F:24])[cH:18][c:19]([CH2:22][CH3:23])[cH:20][cH:21]1. Reactants: C(C)(=O)OCC (ethyl acetate), C1(CCCCC1)CC(C(=O)O)CCCC (2-(cyclohexylmethyl)hexanoic acid), O (water). Solvent: O1CCCC1 (tetrahydrofuran). Product: C1(CCCCC1)CC(CO)CCCC (2-(cyclohexylmethyl)hexan-1-ol). Yield: 107.1%. RXN SMILES: [CH:1]1([CH2:7][CH:8]([CH2:12][CH2:13][CH2:14][CH3:15])[C:9](O)=[O:10])[CH2:6][CH2:5][CH2:4][CH2:3][CH2:2]1.C(OCC)(=O)C.O>O1CCCC1>[CH:1]1([CH2:7][CH:8]([CH2:12][CH2:13][CH2:14][CH3:15])[CH2:9][OH:10])[CH2:6][CH2:5][CH2:4][CH2:3][CH2:2]1. Procedure details: A solution of 2-(cyclohexylmethyl)hexanoic acid (1.4 g) in 50 ml of dry tetrahydrofuran at 0° C. under nitrogen was treated with stirring with 10 ml of 1 molar borane-tetrahydrofuran complex. The mixture was stirred for 30 minutes, allowed to come to room temperature, and poured into ethyl acetate. After careful addition of water, the organic layer was separated, washed with brine, dried (MgSO4) and evaporated to give 1.4 g of 2-(cyclohexylmethyl)hexan-1-ol. Starting materials: Cn1nc(-c2cccc(-n3ncc4cc(C(C)(C)C)cc(F)c4c3=O)c2CO)cc(Nc2ccc(C3CCNCC3)cn2)c1=O, O=C([O-])[O-], CCOC(C)=O, O=S(=O)(OCC(F)(F)F)C(F)(F)F, [K+], [K+], CN(C)C=O, O. The product is Cn1nc(-c2cccc(-n3ncc4cc(C(C)(C)C)cc(F)c4c3=O)c2CO)cc(Nc2ccc(C3CCN(CC(F)(F)F)CC3)cn2)c1=O. Reaction SMILES: [C:1]([CH3:2])([CH3:3])([CH3:4])[c:5]1[cH:6][c:7]2[cH:8][n:9][n:10](-[c:17]3[c:18]([CH2:44][OH:45])[c:19](-[c:23]4[n:24][n:25]([CH3:43])[c:26](=[O:42])[c:27]([NH:29][c:30]5[n:31][cH:32][c:33]([CH:36]6[CH2:37][CH2:38][NH:39][CH2:40][CH2:41]6)[cH:34][cH:35]5)[cH:28]4)[cH:20][cH:21][cH:22]3)[c:11](=[O:16])[c:12]2[c:13]([F:15])[cH:14]1.[C:46](=[O:47])([O-:48])[O-:49].[CH3:65][CH2:66][O:67][C:68]([CH3:69])=[O:70].[F:52][C:53]([F:54])([F:55])[S:56]([O:57][CH2:58][C:59]([F:60])([F:61])[F:62])(=[O:63])=[O:64].[K+:50].[K+:51].[O:71]=[CH:72][N:73]([CH3:74])[CH3:75].[OH2:76]>>[C:1]([CH3:2])([CH3:3])([CH3:4])[c:5]1[cH:6][c:7]2[cH:8][n:9][n:10](-[c:17]3[c:18]([CH2:44][OH:45])[c:19](-[c:23]4[n:24][n:25]([CH3:43])[c:26](=[O:42])[c:27]([NH:29][c:30]5[n:31][cH:32][c:33]([CH:36]6[CH2:37][CH2:38][N:39]([CH2:58][C:59]([F:60])([F:61])[F:62])[CH2:40][CH2:41]6)[cH:34][cH:35]5)[cH:28]4)[cH:20][cH:21][cH:22]3)[c:11](=[O:16])[c:12]2[c:13]([F:15])[cH:14]1. Reactants: N1(C=NC=C1)C[C@H](C1=CC=CC=C1)OC1=C(C=2CCCC(C2C=C1)=O)CS(=O)(=O)C1=C(C(=O)O)C=CC=C1 (2-{[(2-{[(1S)-2-(1H-imidazol-1-yl)-1-phenylethyl]oxy}-5-oxo-5,6,7,8-tetrahydro-1-naphthalenyl)methyl]sulfonyl}benzoic acid), N[C@@H](CO)CC ((R)-2-amino-1-butanol). Yields the product OC[C@@H](CC)NC(C1=C(C=CC=C1)S(=O)(=O)CC1=C(C=CC=2C(CCCC12)=O)O[C@H](CN1C=NC=C1)C1=CC=CC=C1)=O (N-[(1R)-1-(Hydroxymethyl)propyl]-2-{[(2-{[(1S)-2-(1H-imidazol-1-yl)-1-phenylethyl]oxy}-5-oxo-5,6,7,8-tetrahydro-1-naphthalenyl)methyl]sulfonyl}benzamide). Yield: 53.2%. RXN SMILES: [N:1]1([CH2:6][C@@H:7]([O:14][C:15]2[CH:24]=[CH:23][C:22]3[C:21](=[O:25])[CH2:20][CH2:19][CH2:18][C:17]=3[C:16]=2[CH2:26][S:27]([C:30]2[CH:38]=[CH:37][CH:36]=[CH:35][C:31]=2[C:32](O)=[O:33])(=[O:29])=[O:28])[C:8]2[CH:13]=[CH:12][CH:11]=[CH:10][CH:9]=2)[CH:5]=[CH:4][N:3]=[CH:2]1.[NH2:39][C@H:40]([CH2:43][CH3:44])[CH2:41][OH:42]>>[OH:42][CH2:41][C@H:40]([NH:39][C:32](=[O:33])[C:31]1[CH:35]=[CH:36][CH:37]=[CH:38][C:30]=1[S:27]([CH2:26][C:16]1[C:17]2[CH2:18][CH2:19][CH2:20][C:21](=[O:25])[C:22]=2[CH:23]=[CH:24][C:15]=1[O:14][C@@H:7]([C:8]1[CH:13]=[CH:12][CH:11]=[CH:10][CH:9]=1)[CH2:6][N:1]1[CH:5]=[CH:4][N:3]=[CH:2]1)(=[O:28])=[O:29])[CH2:43][CH3:44]. Procedure details: Using the method in Example 172, 2-{[(2-{[(1S)-2-(1H-imidazol-1-yl)-1-phenylethyl]oxy}-5-oxo-5,6,7,8-tetrahydro-1-naphthalenyl)methyl]sulfonyl}benzoic acid (53 mg, 0.10 mmol, 0.20M in DMF) and (R)-2-amino-1-butanol (45 mg, 0.50 mmol, 1.0M in DMF) were combined to give 32 mg of the desired compound: Low resolution mass spectrum (LC-MS, APCI) m/z 602 [M+H]+.